From a dataset of the Open Reaction Database (ORD), a public repository of structured organic reaction records. describe an organic reaction: reactants, conditions, products, and yield Starting materials: Clc1ccccc1-c1csc(Br)n1, O=C([O-])[O-], CN(C)C=O, [K+], [K+], CC(C)(C)OC(=O)N1CCNCC1, O. The product is CC(C)(C)OC(=O)N1CCN(c2nc(-c3ccccc3Cl)cs2)CC1. RXN SMILES: [Br:1][c:2]1[s:3][cH:4][c:5](-[c:7]2[c:8]([Cl:13])[cH:9][cH:10][cH:11][cH:12]2)[n:6]1.[C:27](=[O:28])([O-:29])[O-:30].[CH3:34][N:35]([CH3:36])[CH:37]=[O:38].[K+:31].[K+:32].[N:14]1([C:20](=[O:21])[O:22][C:23]([CH3:24])([CH3:25])[CH3:26])[CH2:15][CH2:16][NH:17][CH2:18][CH2:19]1.[OH2:33]>>[c:2]1([N:17]2[CH2:16][CH2:15][N:14]([C:20](=[O:21])[O:22][C:23]([CH3:24])([CH3:25])[CH3:26])[CH2:19][CH2:18]2)[s:3][cH:4][c:5](-[c:7]2[c:8]([Cl:13])[cH:9][cH:10][cH:11][cH:12]2)[n:6]1. The reactants are F[B-](F)(F)F, CCO, Cc1cc(C(=O)O)ccc1C(=O)N1CCCC1, CCN(C(C)C)C(C)C, NC(CCO)c1nc2cc(Cl)ccc2[nH]1, Cl, ClCCl, C1CCOC1, CN(C)C(On1nnc2ccccc21)=[N+](C)C. Yields the product Cc1cc(C(=O)NC(CCO)c2nc3cc(Cl)ccc3[nH]2)ccc1C(=O)N1CCCC1. RXN SMILES: [B-:18]([F:19])([F:20])([F:21])[F:22].[CH2:70]([OH:71])[CH3:72].[CH3:1][c:2]1[cH:3][c:4]([C:5](=[O:6])[OH:7])[cH:8][cH:9][c:10]1[C:11](=[O:12])[N:13]1[CH2:14][CH2:15][CH2:16][CH2:17]1.[CH:40]([N:41]([CH:42]([CH3:43])[CH3:44])[CH2:45][CH3:46])([CH3:47])[CH3:48].[Cl:49][c:50]1[cH:51][c:52]2[c:53]([nH:54][c:55]([CH:57]([CH2:58][CH2:59][OH:60])[NH2:61])[n:56]2)[cH:62][cH:63]1.[Cl:64].[Cl:73][CH2:74][Cl:75].[O:65]1[CH2:66][CH2:67][CH2:68][CH2:69]1.[n:23]1([O:24][C:25]([N:26]([CH3:27])[CH3:28])=[N+:29]([CH3:30])[CH3:31])[c:32]2[cH:33][cH:34][cH:35][cH:36][c:37]2[n:38][n:39]1>>[CH3:1][c:2]1[cH:3][c:4]([C:5](=[O:7])[NH:61][CH:57]([c:55]2[nH:54][c:53]3[c:52]([cH:51][c:50]([Cl:49])[cH:63][cH:62]3)[n:56]2)[CH2:58][CH2:59][OH:60])[cH:8][cH:9][c:10]1[C:11](=[O:12])[N:13]1[CH2:14][CH2:15][CH2:16][CH2:17]1. Reaction conditions: time 7 hour. Reactants: C(C)(C)N(S(=O)(=O)C1=CC(=C(C=C1)Cl)Cl)CCCC=O (N-isopropyl-N-(4-oxobutyl)-3,4-dichlorobenzenesulfonamide), CNCCC1=CC(OC)=C(OC)C=C1 (N-methyl-homoveratrylamine). The product is ClC=1C=C(C=CC1Cl)S(=O)(=O)N(C(C)C)CCCCN(C)CCC1=CC(=C(C=C1)OC)OC (3,4-Dichloro-N-[4-[[2-(3,4-dimethoxyphenyl)ethyl]methylamino]butyl]-N-(1-methylethyl)benzenesulfonamide). The reagents and catalysts are O=[Pt]=O (PtO2). Procedure: The aldehyde prepared in the preceding paragraph (8.90 g, 0.027 m) and N-methyl-homoveratrylamine (5.29 g, 0.027 m) in absolute ethanol (100 ml) containing PtO2 (0.6 g) was shaken under hydrogen (7 hours) and the reaction filtered and stripped to provide the crude product (13.32 g) as a dark greenish gum. This material was chromatographed, after removal of a small amount of insoluble solid, on dry column silica gel (500 g) with 30% methanol/70% ethyl acetate to provide the title compound (7.26 g... RXN SMILES: [CH:1]([N:4]([CH2:16][CH2:17][CH2:18][CH:19]=O)[S:5]([C:8]1[CH:13]=[CH:12][C:11]([Cl:14])=[C:10]([Cl:15])[CH:9]=1)(=[O:7])=[O:6])([CH3:3])[CH3:2].[CH3:21][NH:22][CH2:23][CH2:24][C:25]1[CH:34]=[CH:33][C:30]([O:31][CH3:32])=[C:27]([O:28][CH3:29])[CH:26]=1>C(O)C.O=[Pt]=O>[Cl:15][C:10]1[CH:9]=[C:8]([S:5]([N:4]([CH2:16][CH2:17][CH2:18][CH2:19][N:22]([CH2:23][CH2:24][C:25]2[CH:34]=[CH:33][C:30]([O:31][CH3:32])=[C:27]([O:28][CH3:29])[CH:26]=2)[CH3:21])[CH:1]([CH3:2])[CH3:3])(=[O:6])=[O:7])[CH:13]=[CH:12][C:11]=1[Cl:14]. Run in C(C)O (ethanol). Reactants: [Br-], O=C([O-])O, ClCCl, [K+], [Na+], O, CC(C)(C)OC(=O)N1CCC(c2ccc(CCO)cc2)C(OCc2ccc3ccccc3c2)C1. The product is CC(C)(C)OC(=O)N1CCC(c2ccc(CC=O)cc2)C(OCc2ccc3ccccc3c2)C1. Reaction SMILES: [Br-:2].[C:3](=[O:4])([O-:5])[OH:6].[CH2:43]([Cl:44])[Cl:45].[K+:1].[Na+:7].[OH2:42].[OH:8][CH2:9][CH2:10][c:11]1[cH:12][cH:13][c:14]([CH:17]2[CH:18]([O:30][CH2:31][c:32]3[cH:33][c:34]4[cH:35][cH:36][cH:37][cH:38][c:39]4[cH:40][cH:41]3)[CH2:19][N:20]([C:23](=[O:24])[O:25][C:26]([CH3:27])([CH3:28])[CH3:29])[CH2:21][CH2:22]2)[cH:15][cH:16]1>>[O:8]=[CH:9][CH2:10][c:11]1[cH:12][cH:13][c:14]([CH:17]2[CH:18]([O:30][CH2:31][c:32]3[cH:33][c:34]4[cH:35][cH:36][cH:37][cH:38][c:39]4[cH:40][cH:41]3)[CH2:19][N:20]([C:23](=[O:24])[O:25][C:26]([CH3:27])([CH3:28])[CH3:29])[CH2:21][CH2:22]2)[cH:15][cH:16]1. Starting materials: N1(C=NC=C1)CC=1C=CC2=C(N(N=N2)O)C1 (6-(1H-imidazol-1-ylmethyl)-1H-benzotriazol-1-ol), C(C)O (ethanol), [OH-].[Na+] (sodium hydroxide). Yields the product N1(C=NC=C1)CC=1C=CC2=C(N(N=N2)OC)C1 (6-(1H-imidazol-1-ylmethyl)-1-methoxy-1H-benzotriazole). Yield: 65.4%. RXN SMILES: [N:1]1([CH2:6][C:7]2[CH:8]=[CH:9][C:10]3[N:14]=[N:13][N:12]([OH:15])[C:11]=3[CH:16]=2)[CH:5]=[CH:4][N:3]=[CH:2]1.[OH-].[Na+].[CH2:19](O)C>>[N:1]1([CH2:6][C:7]2[CH:8]=[CH:9][C:10]3[N:14]=[N:13][N:12]([O:15][CH3:19])[C:11]=3[CH:16]=2)[CH:5]=[CH:4][N:3]=[CH:2]1 |f:1.2|. Procedure: To a stirred suspension of 4.7 parts of 6-(1H-imidazol-1-ylmethyl)-1H-benzotriazol-1-ol in 60 parts of ethanol were added 22.5 parts of a sodium hydroxide solution 1N. The whole was stirred till a clear solution was obtained. The mixture was evaporated to dry. The residue was dissolved in 18 parts of N,N-dimethylformamide. To the thus obtained solution was added at once a solution of 3.2 parts of iodomethane in 9 parts of N,N-dimethylformamide. After stirring for 30 minutes at room temperature, ... The reactants are ClC(=C)CCl (2,3-dichloro-1-propene), CC(=CC(=O)C)C (methyl 2-methyl-1-propenyl ketone), C1(=CC=CC=C1)C (toluene), resultant mixture. The reagents and catalysts are [Zn] (zinc), [Zn] (zinc). The solvent is O (water). Product: ClC(=C)CC(C=C(C)C)(O)C (2-chloro-4,6-dimethyl-1,5-heptadien-4-ol). As a reaction SMILES: [Cl:1][C:2](CCl)=[CH2:3].[CH3:6][C:7]([CH3:12])=[CH:8][C:9]([CH3:11])=[O:10].[C:13]1(C)C=CC=CC=1>[Zn].O>[Cl:1][C:2]([CH2:11][C:9]([CH3:13])([OH:10])[CH:8]=[C:7]([CH3:12])[CH3:6])=[CH2:3]. Procedure details: 45.23 Grams of 2,3-dichloro-1-propene were added dropwise to a mixture of 20.00 g of methyl 2-methyl-1-propenyl ketone, 60 g of toluene, 60 g of water and 26.65 g of zinc powder at 35° C., and after the addition, the resultant mixture was maintained at the same temperature for 5 hours. After the reaction was completed zinc-derived insolubles were filtered off, and the filtrate was separated. The organic phase was washed with 7% sodium carbonate aqueous solution and dried over magnesium sulfate. ... Run at temperature -10 celsius, time 18 hour. Reported procedure: A mixture of thiophene (8.7 g.) and acetic anhydride (60 ml.) is added to a stirred suspension of 4-(4-chlorophenyl)-(diacetoxyiodo)benzene (21.7 g.) in a mixture of acetic anhydride (50 ml.) and trifluoroacetic acid (15 ml.) below -10° C. during 1 hour. The mixture is stirred at -10° C. for 2 hours, at ambient temperature for 18 hours and is then filtered. The filtrate is concentrated to small volume in vacuo, and ether is added. The solid so formed is filtered off and crystallised from toluene... Reaction SMILES: [S:1]1[CH:5]=[CH:4][CH:3]=[CH:2]1.[Cl:6][C:7]1[CH:12]=[CH:11][C:10]([C:13]2[CH:18]=[CH:17][C:16]([I:19](OC(=O)C)OC(=O)C)=[CH:15][CH:14]=2)=[CH:9][CH:8]=1.[F:28][C:29]([F:34])([F:33])[C:30]([OH:32])=[O:31]>C(OC(=O)C)(=O)C>[F:28][C:29]([F:34])([F:33])[C:30]([O-:32])=[O:31].[Cl:6][C:7]1[CH:8]=[CH:9][C:10]([C:13]2[CH:18]=[CH:17][C:16]([I+:19][C:2]3[S:1][CH:5]=[CH:4][CH:3]=3)=[CH:15][CH:14]=2)=[CH:11][CH:12]=1 |f:4.5|. Yields the product FC(C(=O)[O-])(F)F.ClC1=CC=C(C=C1)C1=CC=C(C=C1)[I+]C=1SC=CC1 (4-(4-chlorophenyl)-phenyl-2-thienyliodonium trifluoroacetate). Reactants: S1C=CC=C1 (thiophene), ClC1=CC=C(C=C1)C1=CC=C(C=C1)I(OC(C)=O)OC(C)=O (4-(4-chlorophenyl)-(diacetoxyiodo)benzene), FC(C(=O)O)(F)F (trifluoroacetic acid). Solvent: C(C)(=O)OC(C)=O (acetic anhydride), C(C)(=O)OC(C)=O (acetic anhydride). Starting materials: O,O'-bis(o-chlorobenzoyl)-L-tartaric anhydride, ClC1=C(C(=O)OC([C@H](O)[C@@H](O)C(=O)OC(C2=C(C=CC=C2)Cl)=O)=O)C=CC=C1 (O,O'-bis(o-chlorobenzoyl)-L-tartaric acid), O (water). Solvent: C1(=CC=CC=C1)C (toluene). Run at temperature 43 celsius, time 1 hour. Product: O.ClC1=C(C(=O)OC([C@H](O)[C@@H](O)C(=O)OC(C2=C(C=CC=C2)Cl)=O)=O)C=CC=C1 (O,O'-bis(o-chlorobenzoyl)-L-tartaric acid hydrate). Yield: 94.3%. As a reaction SMILES: O.[Cl:2][C:3]1[CH:29]=[CH:28][CH:27]=[CH:26][C:4]=1[C:5]([O:7][C:8](=[O:25])[C@@H:9]([C@H:11]([C:13]([O:15][C:16](=[O:24])[C:17]1[CH:22]=[CH:21][CH:20]=[CH:19][C:18]=1[Cl:23])=[O:14])[OH:12])[OH:10])=[O:6]>C1(C)C=CC=CC=1>[OH2:6].[Cl:2][C:3]1[CH:29]=[CH:28][CH:27]=[CH:26][C:4]=1[C:5]([O:7][C:8](=[O:25])[C@@H:9]([C@H:11]([C:13]([O:15][C:16](=[O:24])[C:17]1[CH:22]=[CH:21][CH:20]=[CH:19][C:18]=1[Cl:23])=[O:14])[OH:12])[OH:10])=[O:6] |f:3.4|. Procedure details: To the reaction vessel employed in Example 30, 50 g of O,O'-bis(o-chlorobenzoyl)-L-tartaric anhydride and 150 g of water were supplied and the mixture was stirred at 90°-95° C. for 1 hour to carry out hydrolysis. After cooling the reaction mixture to 43° C., 5 g of toluene and 0.1 g of seed crystal of O,O'-bis(o-chlorobenzoyl)-L-tartaric acid were added and the mixture was slowly cooled. Since oily product began to crystalize at 39° C., the mixture was stirred for 1 hour at this temperature. Aft... Starting materials: NC1=C(C(=NN1C(CCC)CCCCCC)CCC)C(=O)N (5-amino-3-propyl-1-(4-decyl)-1H-pyrazole-4-carboxamide), ClC=1C=C(C=CC1Cl)CC(=O)OC (methyl 3,4-dichlorophenylacetate), [O-]CC.[Na+] (sodium ethoxide), C(O)([O-])=O.[Na+] (sodium hydrogen carbonate). Run in ClCCl (dichloromethane). Product: ClC=1C=C(CC=2NC(C3=C(N2)N(N=C3CCC)C(CCC)CCCCCC)=O)C=CC1Cl (6-(3,4-Dichloro-benzyl)-1-(4-decyl)-3-propyl-1,5-dihydro-pyrazolo[3,4-d]pyrimidin-4-one). Isolated yield 55.1%. Reaction SMILES: [NH2:1][C:2]1[N:6]([CH:7]([CH2:11][CH2:12][CH2:13][CH2:14][CH2:15][CH3:16])[CH2:8][CH2:9][CH3:10])[N:5]=[C:4]([CH2:17][CH2:18][CH3:19])[C:3]=1[C:20]([NH2:22])=[O:21].[Cl:23][C:24]1[CH:25]=[C:26]([CH2:31][C:32](OC)=O)[CH:27]=[CH:28][C:29]=1[Cl:30].[O-]CC.[Na+].C(=O)([O-])O.[Na+]>ClCCl>[Cl:23][C:24]1[CH:25]=[C:26]([CH:27]=[CH:28][C:29]=1[Cl:30])[CH2:31][C:32]1[NH:22][C:20](=[O:21])[C:3]2[C:4]([CH2:17][CH2:18][CH3:19])=[N:5][N:6]([CH:7]([CH2:11][CH2:12][CH2:13][CH2:14][CH2:15][CH3:16])[CH2:8][CH2:9][CH3:10])[C:2]=2[N:1]=1 |f:2.3,4.5|. Procedure: 10 mg (0.019 mmol) of 5-amino-3-propyl-1-(4-decyl)-1H-pyrazole-4-carboxamide and 20 mg (0.091 mmol) of methyl 3,4-dichlorophenylacetate are refluxed for 6 hours in 0.3 ml of a 0.5M ethanolic sodium ethoxide solution. After dichloromethane and saturated aqueous sodium hydrogen carbonate solution have been added, the phases are separated. Purification by chromatography gives 5 mg (48%) of a solid, Rf=0.70 (dichloromethane/methanol=15:1).